From a dataset of the Open Reaction Database (ORD), a public repository of structured organic reaction records. describe an organic reaction: reactants, conditions, products, and yield The reactants are CNC(=O)C1=CC=CC=2SC(=CC21)C2=NC(=NC=C2Cl)NCCCN2[C@@H](CNCC2)C ((R)-2-{5-chloro-2-[3-(2-methylpiperazin-1-yl)-propylamino]-pyrimidin-4-yl}-benzo[b]thiophene-4-carboxylic acid methylamide), CNC(=O)C1=CC=CC=2SC(=CC21)C2=NC(=NC=C2C)Cl (2-(2-chloro-5-methylpyrimidin-4-yl)-benzo[b]thiophene-4-carboxylic acid methylamide), C(C)(C)(C)OC(=O)N1[C@H](CN(CC1)CCCN)C ((S)-4-(3-aminopropyl)-2-methylpiperazine-1-carboxylic acid tert-butyl ester). Product: CNC(=O)C1=CC=CC=2SC(=CC21)C2=NC(=NC=C2C)NCCCN2C[C@@H](NCC2)C ((S)-2-{5-Methyl-2-[3-(3-methylpiperazin-1-yl)-propylamino]-pyrimidin-4-yl}-benzo[b]thiophene-4-carboxylic acid methylamide). RXN SMILES: CNC(C1C2C=C(C3C(Cl)=CN=C(NCCCN4CCNC[C@H]4C)N=3)SC=2C=CC=1)=O.[CH3:32][NH:33][C:34]([C:36]1[C:44]2[CH:43]=[C:42]([C:45]3[C:50]([CH3:51])=[CH:49][N:48]=[C:47](Cl)[N:46]=3)[S:41][C:40]=2[CH:39]=[CH:38][CH:37]=1)=[O:35].C(OC([N:60]1[CH2:65][CH2:64][N:63]([CH2:66][CH2:67][CH2:68][NH2:69])[CH2:62][C@@H:61]1[CH3:70])=O)(C)(C)C>>[CH3:32][NH:33][C:34]([C:36]1[C:44]2[CH:43]=[C:42]([C:45]3[C:50]([CH3:51])=[CH:49][N:48]=[C:47]([NH:69][CH2:68][CH2:67][CH2:66][N:63]4[CH2:64][CH2:65][NH:60][C@@H:61]([CH3:70])[CH2:62]4)[N:46]=3)[S:41][C:40]=2[CH:39]=[CH:38][CH:37]=1)=[O:35]. Reported procedure: Using the method of (R)-2-{5-chloro-2-[3-(2-methylpiperazin-1-yl)-propylamino]-pyrimidin-4-yl}-benzo[b]thiophene-4-carboxylic acid methylamide, the title compound is synthesized from 2-(2-chloro-5-methylpyrimidin-4-yl)-benzo[b]thiophene-4-carboxylic acid methylamide and (S)-4-(3-aminopropyl)-2-methylpiperazine-1-carboxylic acid tert-butyl ester and isolated as a yellow solid. ES+(m/z) 439 [M+H]. Starting materials: C1(CCCC1)C=1C=C(C=NC1OCC(F)(F)F)C(=O)O (5-cyclopentyl-6-(2,2,2-trifluoro-ethoxy)-3-pyridinecarboxylic acid), CN(N)C1=CC=CC=C1 (1-methyl-1-phenyl-hydrazine). Product: C1(CCCC1)C=1C=C(C=NC1OCC(F)(F)F)C(=O)NN(C1=CC=CC=C1)C (5-cyclopentyl-N′-methyl-N′-phenyl-6-(2,2,2-trifluoroethoxy)-3-pyridinecarboxylic acid hydrazide). As a reaction SMILES: [CH:1]1([C:6]2[CH:7]=[C:8]([C:18]([OH:20])=O)[CH:9]=[N:10][C:11]=2[O:12][CH2:13][C:14]([F:17])([F:16])[F:15])[CH2:5][CH2:4][CH2:3][CH2:2]1.[CH3:21][N:22]([C:24]1[CH:29]=[CH:28][CH:27]=[CH:26][CH:25]=1)[NH2:23]>>[CH:1]1([C:6]2[CH:7]=[C:8]([C:18]([NH:23][N:22]([CH3:21])[C:24]3[CH:29]=[CH:28][CH:27]=[CH:26][CH:25]=3)=[O:20])[CH:9]=[N:10][C:11]=2[O:12][CH2:13][C:14]([F:15])([F:16])[F:17])[CH2:2][CH2:3][CH2:4][CH2:5]1. Procedure details: The title compound was synthesized in analogy to Example 1 using 5-cyclopentyl-6-(2,2,2-trifluoro-ethoxy)-3-pyridinecarboxylic acid (example 14c) and 1-methyl-1-phenyl-hydrazine (CAN 618-40-6) as starting materials; LC-MS (UV peak area/ESI) 98.0%, 394.1737 (M+H)+.